Dataset: the Open Reaction Database (ORD), a public repository of structured organic reaction records. Task: describe an organic reaction: reactants, conditions, products, and yield Reactants: OO (hydrogen peroxide), C1=CCCC1 (cyclopentene), C1=CCCC1 (cyclopentene), C(C)(=O)O (acetic acid). Reagents/catalysts: C(C)(=O)[O-].[Pd+2].C(C)(=O)[O-] (palladium acetate), C1(C=CC(C=C1)=O)=O (benzoquinone). Conditions: time 2 hour. Product: C(C)(=O)OC1C=CCC1 (cyclopent-2-en-1-yl acetate). Isolated yield 60.0%. RXN SMILES: [CH:1]1[CH2:5][CH2:4][CH2:3][CH:2]=1.OO.[C:8]([OH:11])(=[O:10])[CH3:9]>C([O-])(=O)C.[Pd+2].C([O-])(=O)C.C1(=O)C=CC(=O)C=C1>[C:8]([O:11][CH:1]1[CH2:5][CH2:4][CH:3]=[CH:2]1)(=[O:10])[CH3:9] |f:3.4.5|. Procedure details: Acetoxylation du cyclopentene A 500 ml three-neck flask is charged with 15 g of cyclopentene (0.22 moles), 150 g of acetic acid, 0.77 g of benzoquinone (7 mmoles) and 80 mg of palladium acetate (0.35 mmoles). The temperature is taken to 50°, then 12 g (0.25 moles) of 70% by weight hydrogen peroxide are introduced in 8 h, and the reaction is allowed to proceed for a further 2 h while maintaining the temperature at 50°. The acetic acid is then distilled (35°, 20×102Pa). The residue is distilled un...